This data is from the Open Reaction Database (ORD), a public repository of structured organic reaction records. The task is: describe an organic reaction: reactants, conditions, products, and yield Reactants: B(Br)(Br)Br (Boron tribromide), ice, ice, COC=1C=C(C#N)C=CC1C1=CC=CC=C1 (3-methoxy 4-phenyl-benzonitrile), B(Br)(Br)Br (boron tribromide). Run in ClCCl (dichloromethane). Run at time 1 hour. The product is OC=1C=C(C#N)C=CC1C1=CC=CC=C1 (3-Hydroxy-4-phenylbenzonitrile). Yield: 91.3%. RXN SMILES: C[O:2][C:3]1[CH:4]=[C:5]([CH:8]=[CH:9][C:10]=1[C:11]1[CH:16]=[CH:15][CH:14]=[CH:13][CH:12]=1)[C:6]#[N:7].B(Br)(Br)Br>ClCCl>[OH:2][C:3]1[CH:4]=[C:5]([CH:8]=[CH:9][C:10]=1[C:11]1[CH:12]=[CH:13][CH:14]=[CH:15][CH:16]=1)[C:6]#[N:7]. Procedure: To an ice-cold solution of 3-methoxy 4-phenyl-benzonitrile (1.42 g) in dichloromethane (27 mL) was added dropwise boron tribromide (1.27 mL). The resulting mixture was stirred at room temperature for 1 hour and then at 30° C. for 38 hours. Boron tribromide (0.634 mL) was added dropwise and stirring was continued for additional 23 hours. The reaction mixture was poured into ice (40 g) and the whole was extracted with ethyl acetate (75 mL). The organic layer was washed successively with 1 mol/L hy... Reactants: CCOC(=O)C=Cc1ccc(C(C)(C)C)cc1OCCOC, CO, [Na+], [OH-], O. Product: COCCOc1cc(C(C)(C)C)ccc1C=CC(=O)O. RXN SMILES: [CH2:1]([CH3:2])[O:3][C:4]([CH:5]=[CH:6][c:7]1[c:8]([O:17][CH2:18][CH2:19][O:20][CH3:21])[cH:9][c:10]([C:13]([CH3:14])([CH3:15])[CH3:16])[cH:11][cH:12]1)=[O:22].[CH3:25][OH:26].[Na+:24].[OH-:23].[OH2:27]>>[O:3]=[C:4]([CH:5]=[CH:6][c:7]1[c:8]([O:17][CH2:18][CH2:19][O:20][CH3:21])[cH:9][c:10]([C:13]([CH3:14])([CH3:15])[CH3:16])[cH:11][cH:12]1)[OH:22]. Reactants: Cc1cc([N+](=O)[O-])cc(C)c1OCCN1CCCC1, CCO, O=C[O-], [NH4+]. Yields the product Cc1cc(N)cc(C)c1OCCN1CCCC1. RXN SMILES: [CH3:1][c:2]1[c:3]([O:4][CH2:5][CH2:6][N:7]2[CH2:8][CH2:9][CH2:10][CH2:11]2)[c:12]([CH3:19])[cH:13][c:14]([N+:16]([O-:17])=[O:18])[cH:15]1.[CH3:24][CH2:25][OH:26].[CH:20]([O-:21])=[O:22].[NH4+:23]>>[CH3:1][c:2]1[c:3]([O:4][CH2:5][CH2:6][N:7]2[CH2:8][CH2:9][CH2:10][CH2:11]2)[c:12]([CH3:19])[cH:13][c:14]([NH2:16])[cH:15]1. The reactants are C(C)OCCCNC1=C(C=C(C=C1)[N+](=O)[O-])F (N-(3-ethoxypropyl)-2-fluoro-4-nitroaniline). Reagents/catalysts: [Pd] (Pd/C). Run in CO (MeOH). Run at time 8 hour. Yields the product C(C)OCCCNC1=C(C=C(C=C1)N)F (N1-(3-ethoxypropyl)-2-fluorobenzene-1,4-diamine). Isolated yield 72.2%. As a reaction SMILES: [CH2:1]([O:3][CH2:4][CH2:5][CH2:6][NH:7][C:8]1[CH:13]=[CH:12][C:11]([N+:14]([O-])=O)=[CH:10][C:9]=1[F:17])[CH3:2]>CO.[Pd]>[CH2:1]([O:3][CH2:4][CH2:5][CH2:6][NH:7][C:8]1[CH:13]=[CH:12][C:11]([NH2:14])=[CH:10][C:9]=1[F:17])[CH3:2]. Reported procedure: To a solution of N-(3-ethoxypropyl)-2-fluoro-4-nitroaniline (8.68 g, 36 mmol) in MeOH (50 mL) was added catalyst Pd/C (0.87 g). The reaction mixture was stirred at rt under H2 overnight. The mixture was filtered, and the filtrate was concentrated in vacuo. The residue was purified by a silica gel column chromatography (PE/EtOAc (V/V)=1:1) to give the title compound as blackish oil (5.52 g, 72%). Reactants: COC=1C=C(C#N)C=CC1C=1N=NC(=CC1)N(C1CC(NC(C1)(C)C)(C)C)C (3-methoxy-4-(6-(methyl(2,2,6,6-tetramethylpiperidin-4-yl)amino)pyridazin-3-yl)benzonitrile), Cl.N1=CC=CC=C1 (pyridine hydrochloride). The solvent is CO.CS(=O)C (MeOH DMSO). Run at temperature 150 celsius. Product: OC=1C=C(C#N)C=CC1C=1N=NC(=CC1)NC1CC(NC(C1)(C)C)(C)C (3-hydroxy-4-(6-((2,2,6,6-tetramethylpiperidin-4-yl)amino)pyridazin-3-yl)benzonitrile), product. Isolated yield 3.0%. Reaction SMILES: C[O:2][C:3]1[CH:4]=[C:5]([CH:8]=[CH:9][C:10]=1[C:11]1[N:12]=[N:13][C:14]([N:17](C)[CH:18]2[CH2:23][C:22]([CH3:25])([CH3:24])[NH:21][C:20]([CH3:27])([CH3:26])[CH2:19]2)=[CH:15][CH:16]=1)[C:6]#[N:7].Cl.N1C=CC=CC=1>CO.CS(C)=O>[OH:2][C:3]1[CH:4]=[C:5]([CH:8]=[CH:9][C:10]=1[C:11]1[N:12]=[N:13][C:14]([NH:17][CH:18]2[CH2:23][C:22]([CH3:25])([CH3:24])[NH:21][C:20]([CH3:27])([CH3:26])[CH2:19]2)=[CH:15][CH:16]=1)[C:6]#[N:7] |f:1.2,3.4|. Procedure: To a microwave vial was added 3-methoxy-4-(6-(methyl(2,2,6,6-tetramethylpiperidin-4-yl)amino)pyridazin-3-yl)benzonitrile (Example 5-1, Step 1, 100 mg, 0.264 mmol) and pyridine hydrochloride (610 mg, 5.27 mmol), and the mixture was heated at 150° C. for 90 minutes in the microwave. The reaction mixture is dissolved in MeOH/DMSO, and purified by preparative HPLC (Waters Sunfire 30 mm ID×50 mm, 0.1% TFA, 15-40% ACN/H2O) to provide the title compound as a minor product (3 mg, 0.008 mmol). LCMS Rt=0.... The reactants are O=[N+]([O-])c1cnc(Br)s1, C=CCN=C=S, C=CCn1c(O)nnc1S, CCO, O. The product is C=CCn1c(O)nnc1Sc1ncc([N+](=O)[O-])s1. Reaction SMILES: [Br:17][c:18]1[s:19][c:20]([N+:23](=[O:24])[O-:25])[cH:21][n:22]1.[CH2:1]([N:2]=[C:3]=[S:4])[CH:5]=[CH2:6].[CH2:7]([CH:8]=[CH2:9])[n:10]1[c:11]([OH:16])[n:12][n:13][c:14]1[SH:15].[CH3:26][CH2:27][OH:28].[OH2:29]>>[CH2:7]([CH:8]=[CH2:9])[n:10]1[c:11]([OH:16])[n:12][n:13][c:14]1[S:15][c:18]1[s:19][c:20]([N+:23](=[O:24])[O-:25])[cH:21][n:22]1.